From a dataset of the Open Reaction Database (ORD), a public repository of structured organic reaction records. describe an organic reaction: reactants, conditions, products, and yield The reactants are S(=O)(=O)([O-])[O-] (sulfate), ClC(=O)OCC(C)C (isobutyl chloroformate), CC(=O)OCC1=C(N2[C@@H]([C@@H](C2=O)NC(=O)[C@@H](C=3C=CC=CC3)N)SC1)C(=O)O (cephaloglycine), O=C1C(=CN2C3=C(C=CC=C13)CC2)C(=O)O (6-oxo-1,2-dihydro-6H-pyrrolo[3,2,1-ij]quinoline-5-carboxylic acid). The solvent is C(C)N(CC)CC (triethylamine), CN(C=O)C (dimethylformamide), CN(C=O)C (dimethylformamide), C(C)N(CC)CC (triethylamine). Reaction conditions: time 15 minute. The product is O=C1C(=CN2C3=C(C=CC=C13)CC2)C(=O)NC(C(=O)NC2C1SCC(=C(N1C2=O)C(=O)O)COC(C)=O)C2=CC=CC=C2 (7-[2-(1,2-dihydro- 6-oxo-6H-pyrrolo[3,2,1-ij]quinoline-5-carboxamido)-2-phenylacetamido]-3-(acetyloxymethyl)-8-oxo-5-thia-1-azabicyclo[4,2,0]oct-2-ene-2-carboxylic acid). The yield is 68.0%. As a reaction SMILES: [O:1]=[C:2]1[C:11]2[C:6]3=[C:7]([CH2:12][CH2:13][N:5]3[CH:4]=[C:3]1[C:14]([OH:16])=O)[CH:8]=[CH:9][CH:10]=2.ClC(OCC(C)C)=O.[CH3:25][C:26]([O:28][CH2:29][C:30]1[CH2:49][S:48][C@@H:33]2[C@H:34]([NH:37][C:38]([C@H:40]([NH2:47])[C:41]3[CH:42]=[CH:43][CH:44]=[CH:45][CH:46]=3)=[O:39])[C:35](=[O:36])[N:32]2[C:31]=1[C:50]([OH:52])=[O:51])=[O:27].S([O-])([O-])(=O)=O>CN(C)C=O.C(N(CC)CC)C>[O:1]=[C:2]1[C:11]2[C:6]3=[C:7]([CH2:12][CH2:13][N:5]3[CH:4]=[C:3]1[C:14]([NH:47][CH:40]([C:41]1[CH:46]=[CH:45][CH:44]=[CH:43][CH:42]=1)[C:38]([NH:37][CH:34]1[C:35](=[O:36])[N:32]3[CH:33]1[S:48][CH2:49][C:30]([CH2:29][O:28][C:26](=[O:27])[CH3:25])=[C:31]3[C:50]([OH:52])=[O:51])=[O:39])=[O:16])[CH:8]=[CH:9][CH:10]=2. Procedure: 2.1 g of 6-oxo-1,2-dihydro-6H-pyrrolo[3,2,1-ij]quinoline-5-carboxylic acid was added to 50 ml of anhydrous dimethylformamide and 1.66 ml of triethylamine was added to the mixture while ice-cooling and stirred for 15 minutes. Then, 1.6 ml of isobutyl chloroformate was added thereto dropwise and stirred for 45 minutes while ice-cooling. On the other hand, 4.5 g of cephaloglycine was suspended in 60 ml of anhydrous dimethylformamide and 2.8 ml of triethylamine and 1 g of anhydrous sulfate were adde... The reactants are COC(=O)CCSc1scnc1C(=O)OC(C)(C)C, O=C(O)C(F)(F)F. The product is COC(=O)CCSc1scnc1C(=O)O. As a reaction SMILES: [C:1](=[O:2])([O:3][CH3:4])[CH2:5][CH2:6][S:7][c:8]1[c:9]([C:13](=[O:14])[O:15][C:16]([CH3:17])([CH3:18])[CH3:19])[n:10][cH:11][s:12]1.[OH:20][C:21]([C:22]([F:23])([F:24])[F:25])=[O:26]>>[C:1](=[O:2])([O:3][CH3:4])[CH2:5][CH2:6][S:7][c:8]1[c:9]([C:13](=[O:14])[OH:15])[n:10][cH:11][s:12]1. Reactants: C1=C2C(=CC3=C1C(=O)OC3=O)C(=O)OC2=O (PMDA), C1=CC=C2C=C3C=C(C=CC3=CC2=C1)CCCC(=O)O (4-ABA). The solvent is CN1CCCC1=O (NMP), CN1CCCC1=O (NMP). Yields the product C1=C2C(=CC3=C1C(=O)OC3=O)C(=O)OC2=O.C1=CC=C2C=C3C=C(C=CC3=CC2=C1)CCCC(=O)O (PMDA 4-ABA). RXN SMILES: [CH:1]1[C:6]2[C:7]([O:9][C:10](=[O:11])[C:5]=2[CH:4]=[C:3]2[C:12]([O:14][C:15](=[O:16])[C:2]=12)=[O:13])=[O:8].[CH:17]1[CH:30]=[C:29]2[C:20]([CH:21]=[C:22]3[C:27](=[CH:28]2)[CH:26]=[CH:25][C:24]([CH2:31][CH2:32][CH2:33][C:34]([OH:36])=[O:35])=[CH:23]3)=[CH:19][CH:18]=1>CN1C(=O)CCC1>[CH:4]1[C:3]2[C:12]([O:14][C:15](=[O:16])[C:2]=2[CH:1]=[C:6]2[C:7]([O:9][C:10](=[O:11])[C:5]=12)=[O:8])=[O:13].[CH:17]1[CH:30]=[C:29]2[C:20]([CH:21]=[C:22]3[C:27](=[CH:28]2)[CH:26]=[CH:25][C:24]([CH2:31][CH2:32][CH2:33][C:34]([OH:36])=[O:35])=[CH:23]3)=[CH:19][CH:18]=1 |f:3.4|. Reported procedure: 20.94 g (0.096 mol) of PMDA, 11.00 g (0.09 mol) of 4-ABA and 3.49 g (0.01 mol) of DAHOB were reacted in 201 g of NMP at room temperature for 5 hours to prepare a polyamic acid solution. The polymerization reaction proceeded easily and uniformly, and the molecular weights were measured in the same manner as in Preparation Example 1 and as a result, a solution of a polyamic acid having a number average molecular weight of 7,038 and a weight average molecular weight of 12,695 was obtained. Further,... The reactants are Cc1cc(Br)cc(C)c1O, CCOC(=O)N=NC(=O)OCC, C1CCOC1, CN1CCCC(CO)C1, c1ccc(P(c2ccccc2)c2ccccc2)cc1. Yields the product Cc1cc(Br)cc(C)c1OCC1CCCN(C)C1. Reaction SMILES: [Br:29][c:30]1[cH:31][c:32]([CH3:38])[c:33]([OH:37])[c:34]([CH3:36])[cH:35]1.[O:39]=[C:40]([O:41][CH2:42][CH3:43])[N:44]=[N:45][C:46]([O:47][CH2:48][CH3:49])=[O:50].[O:51]1[CH2:52][CH2:53][CH2:54][CH2:55]1.[OH:1][CH2:2][CH:3]1[CH2:4][N:5]([CH3:9])[CH2:6][CH2:7][CH2:8]1.[c:10]1([P:11]([c:12]2[cH:13][cH:14][cH:15][cH:16][cH:17]2)[c:18]2[cH:19][cH:20][cH:21][cH:22][cH:23]2)[cH:24][cH:25][cH:26][cH:27][cH:28]1>>[O:1]([CH2:2][CH:3]1[CH2:4][N:5]([CH3:9])[CH2:6][CH2:7][CH2:8]1)[c:33]1[c:32]([CH3:38])[cH:31][c:30]([Br:29])[cH:35][c:34]1[CH3:36]. Reactants: FC(C(=O)OC(C(F)(F)F)=O)(F)F (trifluoroacetic anhydride), CS(=O)C (dimethylsulfoxide), N1(CCOCC1)CC(COC1=C(C=CC=C1)[N+](=O)[O-])O (2-[3-(4-morpholinyl)-2-hydroxy-1-propyloxy]nitrobenzene). Conditions: temperature -65 celsius, time 30 minute. The product is [N+](=O)([O-])C1=CC=CC=C1 (nitrobenzene). Reaction SMILES: FC(F)(F)C(OC(=O)C(F)(F)F)=O.CS(C)=O.N1(CC(O)CO[C:28]2[CH:33]=[CH:32][CH:31]=[CH:30][C:29]=2[N+:34]([O-:36])=[O:35])CCOCC1>>[N+:34]([C:29]1[CH:30]=[CH:31][CH:32]=[CH:33][CH:28]=1)([O-:36])=[O:35]. Reported procedure: A five liter round bottom flask was charged with 63.8 ml (0.45 mole) of trifluoroacetic anhydride and 400 ml of MDC under nitrogen. The resulting solution was cooled to -65° C. with a dry ice bath, treated with 42.6 g (0.54 mole) of dimethylsulfoxide over a period of 15 minutes, stirred for 30 minutes, and then treated with a solution of 90 g (0.32 mole) of 2-[3-(4-morpholinyl)-2-hydroxy-1-propyloxy]nitrobenzene in 200 ml of MDC over a 35 minute period. The reaction mixture was stirred for 30 mi... Starting materials: C(C1=CC=CC=C1)OC=1C=C(C=O)C=C(C1)OCC1=CC=CC=C1 (3,5-dibenzyloxy-benzaldehyde), Cl (hydrochloric acid), C(CC(=O)O)(=O)O (malonic acid), N1CCCCC1 (piperidine). The solvent is N1=CC=CC=C1 (pyridine). The product is C(C1=CC=CC=C1)OC=1C=C(C=C(C1)OCC1=CC=CC=C1)C=CC(=O)O (3-(3,5-dibenzyloxy-phenyl)-propenoic acid). As a reaction SMILES: [CH2:1]([O:8][C:9]1[CH:10]=[C:11]([CH:14]=[C:15]([O:17][CH2:18][C:19]2[CH:24]=[CH:23][CH:22]=[CH:21][CH:20]=2)[CH:16]=1)C=O)[C:2]1[CH:7]=[CH:6][CH:5]=[CH:4][CH:3]=1.[C:25](O)(=O)[CH2:26][C:27]([OH:29])=[O:28].N1CCCCC1.Cl>N1C=CC=CC=1>[CH2:18]([O:17][C:15]1[CH:14]=[C:11]([CH:25]=[CH:26][C:27]([OH:29])=[O:28])[CH:10]=[C:9]([O:8][CH2:1][C:2]2[CH:3]=[CH:4][CH:5]=[CH:6][CH:7]=2)[CH:16]=1)[C:19]1[CH:20]=[CH:21][CH:22]=[CH:23][CH:24]=1. Reported procedure: 3.18 g. of 3,5-dibenzyloxy-benzaldehyde [L.A. Svensson, Kem. Tidskr., 87, 289 (1975)] and 1.6 g. of malonic acid are stirred in a mixture of 8 ml. of pyridine and 0.1 ml. of piperidine for 3 hours at 100° C. 25 ml. of 15% hydrochloric acid are then added, whereafter the product is filtered by suction, washed with water and dried. The crude product is crystallized from 150 ml. of methanol and 3 g. of 3-(3,5-dibenzyloxy-phenyl)-propenoic acid melting at 154°-156° C. are obtained. The product is su...